Dataset: the Open Reaction Database (ORD), a public repository of structured organic reaction records. Task: describe an organic reaction: reactants, conditions, products, and yield Reactants: [Si](C)(C)(C(C)(C)C)OC[C@H](C1=CC(=C(C=C1)Cl)Cl)NC(=O)N1CC=2N=C(N=CC2CC1)NC(CF)C (N—((S)-2-(tert-butyldimethylsilyloxy)-1-(3,4-dichlorophenyl)ethyl)-2-(1-fluoropropan-2-ylamino)-5,6-dihydropyrido[3,4-d]pyrimidine-7(8H)-carboxamide), Cl (HCl), CC(C)O (IPA). The solvent is C(Cl)Cl (DCM). Reaction conditions: time 1 hour. Yields the product ClC=1C=C(C=CC1Cl)[C@@H](CO)NC(=O)N1CC=2N=C(N=CC2CC1)NC(CF)C (N—((S)-1-(3,4-dichlorophenyl)-2-hydroxyethyl)-2-(1-fluoropropan-2-ylamino)-5,6-dihydropyrido[3,4-d]pyrimidine-7(8H)-carboxamide). Reaction SMILES: [Si]([O:8][CH2:9][C@@H:10]([NH:19][C:20]([N:22]1[CH2:31][CH2:30][C:29]2[CH:28]=[N:27][C:26]([NH:32][CH:33]([CH3:36])[CH2:34][F:35])=[N:25][C:24]=2[CH2:23]1)=[O:21])[C:11]1[CH:16]=[CH:15][C:14]([Cl:17])=[C:13]([Cl:18])[CH:12]=1)(C(C)(C)C)(C)C.Cl.CC(O)C>C(Cl)Cl>[Cl:18][C:13]1[CH:12]=[C:11]([C@H:10]([NH:19][C:20]([N:22]2[CH2:31][CH2:30][C:29]3[CH:28]=[N:27][C:26]([NH:32][CH:33]([CH3:36])[CH2:34][F:35])=[N:25][C:24]=3[CH2:23]2)=[O:21])[CH2:9][OH:8])[CH:16]=[CH:15][C:14]=1[Cl:17]. Procedure details: To a solution of 240 (0.500 g, 0.898 mmol) and DCM (5 mL) at RT was added 6M HCl in IPA (1.50 mL, 8.98 mmol) and the reaction was stirred for 1 h and then concentrated to dryness. The residue was partitioned between aq. Na2CO3 and DCM. The organic fraction was dried, filtered, and concentrated in vacuo. The crude product was purified by SiO2 chromatography eluting with a DCM/MeOH gradient (500:30 to 500:35) to afford 0.34 g (85.6%) of I-60 as a mixture of diastereomers: MS m/z (APCI-pos) M+1=442...